The task is: describe an organic reaction: reactants, conditions, products, and yield. This data is from the Open Reaction Database (ORD), a public repository of structured organic reaction records. Reactants: [OH-].[Na+] (sodium hydroxide), Cl (hydrochloric acid), ice water, ClC1=C(C=CC(=C1Cl)C(CCC)=O)O (2,3-dichloro-4-butyrylphenol), C([O-])([O-])=O.[K+].[K+] (potassium carbonate), BrCCCC(=O)OCC (ethyl 4-bromobutyrate). The solvent is O (water), CN(C=O)C (N,N-dimethylformamide). Conditions: temperature 100 celsius. Yields the product ClC1=C(OCCCC(=O)O)C=CC(=C1Cl)C(CCC)=O (4-(2,3-dichloro-4-butyrylphenoxy)butyric acid). Yield: 82.1%. RXN SMILES: [Cl:1][C:2]1[C:7]([Cl:8])=[C:6]([C:9](=[O:13])[CH2:10][CH2:11][CH3:12])[CH:5]=[CH:4][C:3]=1[OH:14].C(=O)([O-])[O-].[K+].[K+].Br[CH2:22][CH2:23][CH2:24][C:25]([O:27]CC)=[O:26].[OH-].[Na+].Cl>CN(C)C=O.O>[Cl:1][C:2]1[C:7]([Cl:8])=[C:6]([C:9](=[O:13])[CH2:10][CH2:11][CH3:12])[CH:5]=[CH:4][C:3]=1[O:14][CH2:22][CH2:23][CH2:24][C:25]([OH:27])=[O:26] |f:1.2.3,5.6|. Reported procedure: A mixture of 2,3-dichloro-4-butyrylphenol (69.9 g, 0.30 mole), potassium carbonate (75 g, 0.54 mole) and ethyl 4-bromobutyrate (87.8 g, 0.45 mole) in N,N-dimethylformamide (900 ml of sieve-dried material) were stirred and heated at 55°-60° C. for 16.5 hours. The mixture was then treated with 10 normal sodium hydroxide solution (120 ml) and water (600 ml) and stirring and heating at 100° C. maintained for 2 hours. The solution was cooled and poured into ice water (4 liters) containing concentrate... The reactants are C[Si](C)(C)Cl, ClCCl, COC(=O)Cc1ccccc1O, c1ccncc1. Product: COC(=O)Cc1ccccc1O[Si](C)(C)C. RXN SMILES: [Cl:13][Si:14]([CH3:15])([CH3:16])[CH3:17].[Cl:18][CH2:19][Cl:20].[OH:1][c:2]1[c:3]([CH2:8][C:9](=[O:10])[O:11][CH3:12])[cH:4][cH:5][cH:6][cH:7]1.[cH:21]1[cH:22][cH:23][n:24][cH:25][cH:26]1>>[O:1]([c:2]1[c:3]([CH2:8][C:9](=[O:10])[O:11][CH3:12])[cH:4][cH:5][cH:6][cH:7]1)[Si:14]([CH3:15])([CH3:16])[CH3:17].